This data is from the Open Reaction Database (ORD), a public repository of structured organic reaction records. The task is: describe an organic reaction: reactants, conditions, products, and yield Reactants: BrC=1SC2=C(N1)C=CC(=C2)C(=O)OCC (ethyl 2-bromo-benzothiazole-6-carboxylate), C1(=CC=CC=C1)B(O)O (phenylboronic acid), C(=O)([O-])[O-].[K+].[K+] (K2CO3). Reagents/catalysts: C1=CC=C(C=C1)P([C-]2C=CC=C2)C3=CC=CC=C3.C1=CC=C(C=C1)P([C-]2C=CC=C2)C3=CC=CC=C3.Cl[Pd]Cl.[Fe+2] (Pd(dppf)Cl2). The solvent is C(Cl)Cl (CH2Cl2), O1CCOCC1 (dioxane), O (H2O), C(Cl)Cl (CH2Cl2). Product: C1(=CC=CC=C1)C=1SC2=C(N1)C=CC(=C2)C(=O)OCC (Ethyl 2-phenyl-benzothiazole-6-carboxylate). Yield: 73.9%. Reaction SMILES: Br[C:2]1[S:3][C:4]2[CH:10]=[C:9]([C:11]([O:13][CH2:14][CH3:15])=[O:12])[CH:8]=[CH:7][C:5]=2[N:6]=1.[C:16]1(B(O)O)[CH:21]=[CH:20][CH:19]=[CH:18][CH:17]=1.C([O-])([O-])=O.[K+].[K+]>O1CCOCC1.O.C(Cl)Cl.C1C=CC(P(C2C=CC=CC=2)[C-]2C=CC=C2)=CC=1.C1C=CC(P(C2C=CC=CC=2)[C-]2C=CC=C2)=CC=1.Cl[Pd]Cl.[Fe+2]>[C:16]1([C:2]2[S:3][C:4]3[CH:10]=[C:9]([C:11]([O:13][CH2:14][CH3:15])=[O:12])[CH:8]=[CH:7][C:5]=3[N:6]=2)[CH:21]=[CH:20][CH:19]=[CH:18][CH:17]=1 |f:2.3.4,8.9.10.11|. Procedure: A mixture of ethyl 2-bromo-benzothiazole-6-carboxylate 1w (300 mg, 1.05 mmol), phenylboronic acid 1x (192 mg, 1.57 mmol), K2CO3 (188 mg, 1.36 mmol) and Pd(dppf)Cl2.CH2Cl2 (43 mg, 0.05 mmol) in dioxane (2 mL) and H2O (0.4 ml) was heated at 120° C. for 25 min under microwave. The reaction mixture was diluted with CH2Cl2, washed with H2O, dried over Na2SO4, and concentrated. Purification by flash column chromatography (silica gel, 15% EtOAc/heptane) gave 1y (220 mg). Starting materials: OC=1C=C(CN2CCC(CC2)N2C(NC3=CC=CC=C3C2C2=CC=CC=C2)=O)C=CC1 (3-[1-(3-hydroxybenzyl)piperidin-4-yl]-4-phenyl-3,4-dihydro-2(1H)quinazolinone), C(C)(=O)OC(C)=O (acetic anhydride), O (water). The solvent is N1=CC=CC=C1 (pyridine). Conditions: time 12 hour. Yields the product C(C)(=O)OC=1C=C(CN2CCC(CC2)N2C(NC3=CC=CC=C3C2C2=CC=CC=C2)=O)C=CC1 (3-[1-(3-acetoxybenzyl)piperidin-4-yl]-4phenyl-3,4-dihydro-2(1H)-quinazolinone). Isolated yield 82.0%. RXN SMILES: [OH:1][C:2]1[CH:3]=[C:4]([CH:29]=[CH:30][CH:31]=1)[CH2:5][N:6]1[CH2:11][CH2:10][CH:9]([N:12]2[CH:21]([C:22]3[CH:27]=[CH:26][CH:25]=[CH:24][CH:23]=3)[C:20]3[C:15](=[CH:16][CH:17]=[CH:18][CH:19]=3)[NH:14][C:13]2=[O:28])[CH2:8][CH2:7]1.[C:32](OC(=O)C)(=[O:34])[CH3:33].O>N1C=CC=CC=1>[C:32]([O:1][C:2]1[CH:3]=[C:4]([CH:29]=[CH:30][CH:31]=1)[CH2:5][N:6]1[CH2:7][CH2:8][CH:9]([N:12]2[CH:21]([C:22]3[CH:23]=[CH:24][CH:25]=[CH:26][CH:27]=3)[C:20]3[C:15](=[CH:16][CH:17]=[CH:18][CH:19]=3)[NH:14][C:13]2=[O:28])[CH2:10][CH2:11]1)(=[O:34])[CH3:33]. Procedure: To a solution of 207 mg (0.5 mmol) of 3-[1-(3-hydroxybenzyl)piperidin-4-yl]-4-phenyl-3,4-dihydro-2(1H)quinazolinone in 3 mL of pyridine was added 61 mg (0.6 mmol) of acetic anhydride, and the mixture was stirred for 12 hours at ambient temperature. The reaction mixture was poured into water, and the mixture was extracted with ethyl acetate. The organic layer separated was washed with water and then with brine, dried on sodium sulfate and then concentrated in vacuo. The residue was purified by me... Starting materials: [N+](=O)([O-])C=1C=C(C=C(C(CC(=O)OCC)=O)C(C2=CC=CC=C2)=O)C=CC1 (ethyl 3-nitrobenzylidenebenzoylacetoacetate), O1CCN(CC1)C1CCCCC1 (morpholinocyclohexane), C(C)O (ethanol). Yields the product O1CCN(CC1)C12CCCCC2C(C(=C(O1)C1=CC=CC=C1)C(=O)OCC)C1=CC(=CC=C1)[N+](=O)[O-] (Ethyl 8a-morpholino-4-(3-nitrophenyl)-2-phenyl-4a,5,6,7,8,8a-hexahydro-4H-chromene-3-carboxylate). RXN SMILES: [N+:1]([C:4]1[CH:5]=[C:6]([CH:25]=[CH:26][CH:27]=1)[CH:7]=[C:8]([C:17](=[O:24])[C:18]1[CH:23]=[CH:22][CH:21]=[CH:20][CH:19]=1)[C:9](=[O:16])CC(OCC)=O)([O-:3])=[O:2].[O:28]1[CH2:33][CH2:32][N:31]([CH:34]2[CH2:39][CH2:38][CH2:37][CH2:36][CH2:35]2)[CH2:30][CH2:29]1.[CH2:40]([OH:42])[CH3:41]>>[O:28]1[CH2:33][CH2:32][N:31]([C:34]23[O:24][C:17]([C:18]4[CH:19]=[CH:20][CH:21]=[CH:22][CH:23]=4)=[C:8]([C:9]([O:42][CH2:40][CH3:41])=[O:16])[CH:7]([C:6]4[CH:25]=[CH:26][CH:27]=[C:4]([N+:1]([O-:3])=[O:2])[CH:5]=4)[CH:39]2[CH2:38][CH2:37][CH2:36][CH2:35]3)[CH2:30][CH2:29]1. Procedure details: A solution of 10.9 g (0.033 mole) of ethyl 3-nitrobenzylidenebenzoylacetoacetate and 5.6 g (0.033 mole) of morpholinocyclohexane in 80 ml of ethanol is boiled under reflux for 4 hours. The solution is concentrated and the residue is triturated with ether, filtered off with suction and recrystallized from ethanol. The reactants are C(C)(C)(C)[Si](OC1=CC(=C(C(=C1)C(C)C)OS(NC(CC1=C(C=C(C=C1C(C)C)C(C)C)C(C)C)=O)(=O)=O)C(C)C)(C)C ([(2,4,6-triisopropyl-phenyl)-acetyl]-sulfamic acid 4-(tert-butyl-dimethyl-silanyloxy)-2,6-diisopropyl-phenyl ester). The solvent is hexanes, C(C)#N (acetonitrile). Conditions: time 16 hour. Product: OC1=CC(=C(C(=C1)C(C)C)OS(NC(CC1=C(C=C(C=C1C(C)C)C(C)C)C(C)C)=O)(=O)=O)C(C)C ([(2,4,6-triisopropyl-phenyl)-acetyl]-sulfamic acid 4-hydroxy-2,6-diisopropyl-phenyl ester). Yield: 90.8%. RXN SMILES: C([Si](C)(C)[O:6][C:7]1[CH:12]=[C:11]([CH:13]([CH3:15])[CH3:14])[C:10]([O:16][S:17](=[O:38])(=[O:37])[NH:18][C:19](=[O:36])[CH2:20][C:21]2[C:26]([CH:27]([CH3:29])[CH3:28])=[CH:25][C:24]([CH:30]([CH3:32])[CH3:31])=[CH:23][C:22]=2[CH:33]([CH3:35])[CH3:34])=[C:9]([CH:39]([CH3:41])[CH3:40])[CH:8]=1)(C)(C)C>C(#N)C>[OH:6][C:7]1[CH:8]=[C:9]([CH:39]([CH3:41])[CH3:40])[C:10]([O:16][S:17](=[O:38])(=[O:37])[NH:18][C:19](=[O:36])[CH2:20][C:21]2[C:22]([CH:33]([CH3:34])[CH3:35])=[CH:23][C:24]([CH:30]([CH3:31])[CH3:32])=[CH:25][C:26]=2[CH:27]([CH3:29])[CH3:28])=[C:11]([CH:13]([CH3:15])[CH3:14])[CH:12]=1. Reported procedure: A solution of 15 mL concentrated HF in 150 mL acetonitrile was added dropwise to a solution of [(2,4,6-triisopropyl-phenyl)-acetyl]-sulfamic acid 4-(tert-butyl-dimethyl-silanyloxy)-2,6-diisopropyl-phenyl ester (9.71 g, 15.4 mmol) in 400 mL acetonitrile at room temperature under a nitrogen atmosphere. Stirred for 16 hours and then concentrated in vacuo. The residue was partitioned between water and dichloromethane. The organic layer was dried over magnesium sulfate, filtered, and concentrated to ...